Dataset: the Open Reaction Database (ORD), a public repository of structured organic reaction records. Task: describe an organic reaction: reactants, conditions, products, and yield Starting materials: ClC=1C=CC2=C(C(=C(S2)S(=O)(=O)NC=2C=C(C(=O)O)C=CC2)C)C1 (3-{[(5-chloro-3-methyl-1-benzothien-2-yl)sulfonyl]-amino}benzoic acid), ClC=1C=CC2=C(C(=C(S2)S(=O)(=O)NC=2C=C(C(=O)O)C=CC2)C)C1 (3-{[(5-chloro-3-methyl-1-benzothien-2-yl)sulfonyl]-amino}benzoic acid), C(=O)(N1C=NC=C1)N1C=NC=C1 (1,1′-carbonyldiimidazole), N1=CC=CC=C1 (pyridine), C(=O)(C(F)(F)F)O (TFA), N1=CC=CC=C1 (pyridine), CCO (EtOH). Solvent: CC#N (MeCN), CS(=O)C.CC#N.O (DMSO MeCN water). Conditions: temperature 60 celsius, time 30 minute. The product is ClC=1C=CC2=C(C(=C(S2)S(=O)(=O)NC=2C=C(C(=O)OCC)C=CC2)C)C1 (Ethyl 3-{[(5-chloro-3-methyl-1-benzothien-2-yl)sulfonyl]amino}benzoate). Isolated yield 54.0%. As a reaction SMILES: [Cl:1][C:2]1[CH:3]=[CH:4][C:5]2[S:9][C:8]([S:10]([NH:13][C:14]3[CH:15]=[C:16]([CH:20]=[CH:21][CH:22]=3)[C:17]([OH:19])=[O:18])(=[O:12])=[O:11])=[C:7]([CH3:23])[C:6]=2[CH:24]=1.C(N1C=CN=C1)(N1[CH:31]=[CH:30]N=C1)=O.N1C=CC=CC=1.CCO.C(O)(C(F)(F)F)=O>CC#N.CS(C)=O.CC#N.O>[Cl:1][C:2]1[CH:3]=[CH:4][C:5]2[S:9][C:8]([S:10]([NH:13][C:14]3[CH:15]=[C:16]([CH:20]=[CH:21][CH:22]=3)[C:17]([O:19][CH2:30][CH3:31])=[O:18])(=[O:12])=[O:11])=[C:7]([CH3:23])[C:6]=2[CH:24]=1 |f:6.7.8|. Reported procedure: A reaction mixture containing 3-{[(5-chloro-3-methyl-1-benzothien-2-yl)sulfonyl]-amino}benzoic acid (21 mg, 0.055 mmol) (Intermediate 19), 1,1′-carbonyldiimidazole (17 mg, 0.106 mmol) and pyridine (9 μL, 0.113 mmol) in MeCN (0.75 mL) was stirred at 60° C. for 30 min, and then a second portion of pyridine (5 μL, 0.062 mmol) was added. After additional 30 min of stirring at 60° C., EtOH (6 μL, 0.100 mmol) was added. The reaction mixture was stirred at 50° C. over night, and then diluted with DMSO/... Reactants: CCO, CNCCO, Cc1cc(O)cc2cc[nH]c12, ClCCl. The product is Cc1cc(O)c(CN(C)CCO)c2cc[nH]c12. As a reaction SMILES: [CH3:17][CH2:18][OH:19].[CH3:1][NH:2][CH2:3][CH2:4][OH:5].[CH3:6][c:7]1[cH:8][c:9]([OH:16])[cH:10][c:11]2[cH:12][cH:13][nH:14][c:15]12.[Cl:20][CH2:21][Cl:22]>>[CH3:1][N:2]([CH2:3][CH2:4][OH:5])[CH2:17][c:10]1[c:9]([OH:16])[cH:8][c:7]([CH3:6])[c:15]2[c:11]1[cH:12][cH:13][nH:14]2. Starting materials: ClCCCOC1=C2CCNC(C2=CC=C1)=O (5-(3-chloropropoxy)-3,4-dihydro-1(2H)-isoquinolinone), N1CCCCC1 (piperidine). The solvent is C(C)O (ethanol). The product is N1(CCCCC1)CCCOC1=C2CCNC(C2=CC=C1)=O (3,4-Dihydro-5-[3-(1-piperidinyl)propoxy]-1(2H)-isoquinolinone). Yield: 61.0%. As a reaction SMILES: Cl[CH2:2][CH2:3][CH2:4][O:5][C:6]1[CH:15]=[CH:14][CH:13]=[C:12]2[C:7]=1[CH2:8][CH2:9][NH:10][C:11]2=[O:16].[NH:17]1[CH2:22][CH2:21][CH2:20][CH2:19][CH2:18]1>C(O)C>[N:17]1([CH2:2][CH2:3][CH2:4][O:5][C:6]2[CH:15]=[CH:14][CH:13]=[C:12]3[C:7]=2[CH2:8][CH2:9][NH:10][C:11]3=[O:16])[CH2:22][CH2:21][CH2:20][CH2:19][CH2:18]1. Procedure details: A mixture of 0.6 g (2.5 mmol) of 5-(3-chloropropoxy)-3,4-dihydro-1(2H)-isoquinolinone and 0.6 ml (10 mmol) of piperidine in 30 ml of ethanol was refluxed for 40 hours. The mixture was concentrated, dissolved in chloroform and washed with saturated sodium bicarbonate. The organic layer was dried and concentrated. The solid was recrystallized from water to provide 0.44 g (61%) of the desired product; mp 112°-114°. The reactants are BrC=1SC=2CC3=C(C2C1)N(N=C3C3=CC=C(C=C3)N3CCN(CC3)C)COCC[Si](C)(C)C (2-Bromo-6-[4-(4-methyl-piperazin-1-yl)-phenyl]-4-(2-trimethylsilanyl-ethoxymethyl)-4,7-dihydro-1-thia-4,5-diaza-cyclopenta[a]pentalene), CC1(OB(OC1(C)C)C=1C=CC(=NC1)N)C (5-(4,4,5,5-Tetramethyl-[1,3,2]dioxaborolan-2-yl)-pyridin-2-ylamine), C(=O)([O-])[O-].[Na+].[Na+] (Na2CO3). Reagents/catalysts: Cl[Pd]([P](C1=CC=CC=C1)(C2=CC=CC=C2)C3=CC=CC=C3)([P](C4=CC=CC=C4)(C5=CC=CC=C5)C6=CC=CC=C6)Cl (Pd(PPh3)2Cl2). Run in C1(=CC=CC=C1)C.C(C)O (toluene ethanol). Run at temperature 100 celsius. Product: CN1CCN(CC1)C1=CC=C(C=C1)C1=NN(C2=C1CC=1SC(=CC21)C=2C=CC(=NC2)N)COCC[Si](C)(C)C (5-[6-[4-(4-Methyl-piperazin-1-yl)-phenyl]-4-(2-trimethylsilanyl-ethoxymethyl)-4,7-dihydro-1-thia-4,5-diaza-cyclopenta[a]pentalen-2-yl]-pyridin-2-ylamine). The yield is 75.0%. As a reaction SMILES: Br[C:2]1[S:3][C:4]2[CH2:5][C:6]3[C:12]([C:13]4[CH:18]=[CH:17][C:16]([N:19]5[CH2:24][CH2:23][N:22]([CH3:25])[CH2:21][CH2:20]5)=[CH:15][CH:14]=4)=[N:11][N:10]([CH2:26][O:27][CH2:28][CH2:29][Si:30]([CH3:33])([CH3:32])[CH3:31])[C:7]=3[C:8]=2[CH:9]=1.CC1(C)C(C)(C)OB([C:42]2[CH:43]=[CH:44][C:45]([NH2:48])=[N:46][CH:47]=2)O1.C([O-])([O-])=O.[Na+].[Na+]>C1(C)C=CC=CC=1.C(O)C.Cl[Pd](Cl)([P](C1C=CC=CC=1)(C1C=CC=CC=1)C1C=CC=CC=1)[P](C1C=CC=CC=1)(C1C=CC=CC=1)C1C=CC=CC=1>[CH3:25][N:22]1[CH2:23][CH2:24][N:19]([C:16]2[CH:17]=[CH:18][C:13]([C:12]3[C:6]4[CH2:5][C:4]5[S:3][C:2]([C:42]6[CH:43]=[CH:44][C:45]([NH2:48])=[N:46][CH:47]=6)=[CH:9][C:8]=5[C:7]=4[N:10]([CH2:26][O:27][CH2:28][CH2:29][Si:30]([CH3:32])([CH3:31])[CH3:33])[N:11]=3)=[CH:14][CH:15]=2)[CH2:20][CH2:21]1 |f:2.3.4,5.6,^1:68,87|. Procedure details: A mixture of the corresponding 2-Bromo-6-[4-(4-methyl-piperazin-1-yl)-phenyl]-4-(2-trimethylsilanyl-ethoxymethyl)-4,7-dihydro-1-thia-4,5-diaza-cyclopenta[a]pentalene (1.25 g, 2.3 mmol), 5-(4,4,5,5-Tetramethyl-[1,3,2]dioxaborolan-2-yl)-pyridin-2-ylamine (0.75 g, 3.4 mmol), Na2CO3 (2 M, 5.4 mL), and Pd(PPh3)2Cl2 (260 mg, 0.23 mmol) in toluene/ethanol (1:1, 15 mL) was heated at 100° C. for 8 hr. The solution was cooled to room temperature and extracted with ethyl acetate. The target product was pur... The reactants are BrB(Br)Br, CCC(CC)(c1ccc(OCC(=O)C(C)(C)C)c(C)c1)c1cc2cc(OC)ccc2s1, ClCCl. Yields the product CCC(CC)(c1ccc(OCC(=O)C(C)(C)C)c(C)c1)c1cc2cc(O)ccc2s1. As a reaction SMILES: [B:32]([Br:33])([Br:34])[Br:35].[CH2:1]([CH3:2])[C:3]([CH2:4][CH3:5])([c:6]1[cH:7][c:8]2[c:9]([s:10]1)[cH:11][cH:12][c:13]([O:15][CH3:16])[cH:14]2)[c:17]1[cH:18][c:19]([CH3:31])[c:20]([O:21][CH2:22][C:23]([C:24]([CH3:25])([CH3:26])[CH3:27])=[O:28])[cH:29][cH:30]1.[Cl:36][CH2:37][Cl:38]>>[CH2:1]([CH3:2])[C:3]([CH2:4][CH3:5])([c:6]1[cH:7][c:8]2[c:9]([s:10]1)[cH:11][cH:12][c:13]([OH:15])[cH:14]2)[c:17]1[cH:18][c:19]([CH3:31])[c:20]([O:21][CH2:22][C:23]([C:24]([CH3:25])([CH3:26])[CH3:27])=[O:28])[cH:29][cH:30]1.